This data is from the Open Reaction Database (ORD), a public repository of structured organic reaction records. The task is: describe an organic reaction: reactants, conditions, products, and yield Reactants: C(C)#N (Acetonitrile), C1(=CC=CC=C1)P(C1=CC=CC=C1)C1=CC=CC=C1 (triphenylphosphine), BrCC=CC(C(=O)O)(F)F (5-Bromo-2,2-difluoropentenoic acid), compound. Run in C1(=CC=CC=C1)C (Toluene). Conditions: temperature 5 celsius, time 30 hour. Product: [Br-].C(=O)(O)C(CCC[P+](C1=CC=CC=C1)(C1=CC=CC=C1)C1=CC=CC=C1)(F)F ((4-Carboxy-4,4-difluorobutyl)triphenylphosphonium bromide). The yield is 96.5%. RXN SMILES: C(#N)C.[C:4]1([P:10]([C:17]2[CH:22]=[CH:21][CH:20]=[CH:19][CH:18]=2)[C:11]2[CH:16]=[CH:15][CH:14]=[CH:13][CH:12]=2)[CH:9]=[CH:8][CH:7]=[CH:6][CH:5]=1.[Br:23][CH2:24][CH:25]=[CH:26][C:27]([F:32])([F:31])[C:28]([OH:30])=[O:29]>C1(C)C=CC=CC=1>[Br-:23].[C:28]([C:27]([F:32])([F:31])[CH2:26][CH2:25][CH2:24][P+:10]([C:4]1[CH:5]=[CH:6][CH:7]=[CH:8][CH:9]=1)([C:11]1[CH:16]=[CH:15][CH:14]=[CH:13][CH:12]=1)[C:17]1[CH:18]=[CH:19][CH:20]=[CH:21][CH:22]=1)([OH:30])=[O:29] |f:4.5|. Reported procedure: Acetonitrile (23 ml) was added to a mixture of triphenylphosphine (6.7 g, 25.7 mmole) and Part (6) compound (4.6 g, 21.2 mmole). The solution was heated at gentle reflux under magnetic stirring for 30 hours. Toluene (46 ml) was then added and the reaction was brought to reflux for a brief period. The reaction was allowed to cool to 5° C. and kept overnight. The resulting white precipitates were collected, washed with cold acetonitrile/toluene (1/2), and dried in a heated vacuum oven (60° C.~5 mm... Reactants: C1CCC(CC1)N=C=NC2CCCCC2 (DCC), F[C@H]1C[C@@H](O[C@@H]1CO)N1C=NC=2C(=O)NC(N)=NC12 (2′,3′dideoxy-3′-fluoroguanosine), C=1C=CC2=C(C1)N=NN2O (HOBT), C(=O)(OCC1=CC=CC=C1)N[C@@H](C(C)C)C(=O)OCC(COC([C@@H](NC(=O)OCC1=CC=CC=C1)C(C)C)=O)OC(CCC(=O)O)=O (succinic acid 1,3-bis-(N-CBZ-L-valyloxy)-2-propyl ester). Reagents/catalysts: CN(C)C=1C=CN=CC1 (DMAP). Solvent: CN(C)C=O (DMF). Reaction conditions: time 8 hour. Product: F[C@H]1C[C@@H](O[C@@H]1COC(CCC(=O)OC(COC([C@@H](NC(=O)OCC1=CC=CC=C1)C(C)C)=O)COC([C@@H](NC(=O)OCC1=CC=CC=C1)C(C)C)=O)=O)N1C=NC=2C(=O)NC(N)=NC12 (2′,3′-dideoxy-3′-fluoro-5′-O-{3-[1,3-bis-(N-CBZ-L-valyloxy)-2-propyloxycarbonyl]propanoyl}guanosine). Reaction SMILES: [F:1][C@@H:2]1[C@@H:6]([CH2:7][OH:8])[O:5][C@@H:4]([N:9]2[C:19]3[N:18]=[C:16]([NH2:17])[NH:15][C:13](=[O:14])[C:12]=3[N:11]=[CH:10]2)[CH2:3]1.C1C=CC2N(O)N=NC=2C=1.[C:30]([NH:40][C@H:41]([C:45]([O:47][CH2:48][CH:49]([O:69][C:70](=[O:76])[CH2:71][CH2:72][C:73](O)=[O:74])[CH2:50][O:51][C:52](=[O:68])[C@H:53]([CH:65]([CH3:67])[CH3:66])[NH:54][C:55]([O:57][CH2:58][C:59]1[CH:64]=[CH:63][CH:62]=[CH:61][CH:60]=1)=[O:56])=[O:46])[CH:42]([CH3:44])[CH3:43])([O:32][CH2:33][C:34]1[CH:39]=[CH:38][CH:37]=[CH:36][CH:35]=1)=[O:31].C1CCC(N=C=NC2CCCCC2)CC1>CN(C1C=CN=CC=1)C.CN(C=O)C>[F:1][C@@H:2]1[C@@H:6]([CH2:7][O:8][C:73](=[O:74])[CH2:72][CH2:71][C:70]([O:69][CH:49]([CH2:50][O:51][C:52](=[O:68])[C@H:53]([CH:65]([CH3:67])[CH3:66])[NH:54][C:55]([O:57][CH2:58][C:59]2[CH:64]=[CH:63][CH:62]=[CH:61][CH:60]=2)=[O:56])[CH2:48][O:47][C:45](=[O:46])[C@H:41]([CH:42]([CH3:44])[CH3:43])[NH:40][C:30]([O:32][CH2:33][C:34]2[CH:39]=[CH:38][CH:37]=[CH:36][CH:35]=2)=[O:31])=[O:76])[O:5][C@@H:4]([N:9]2[C:19]3[N:18]=[C:16]([NH2:17])[NH:15][C:13](=[O:14])[C:12]=3[N:11]=[CH:10]2)[CH2:3]1. Reported procedure: A mixture of 2′,3′dideoxy-3′-fluoroguanosine (17.8 g, 66 mmole), HOBT (10.64 g, 78.8 mmole), succinic acid 1,3-bis-(N-CBZ-L-valyloxy)-2-propyl ester (52 g, 78.8 mmole) and DMAP (0.96 g, 7.88 mmole) was coevaporated two times with DMF and redued to about 500 ml. DCC (17.3 g, 84 mmole) was added and the mixture was stirred overnight at room temperature. The mixture was warmed for six hours at 60° C. and then cooled to about 10° C. The mixture was filtered and the solution was reduced under reduced... Starting materials: NC=1N(OC(C1)=O)C (3-amino-2-methyl-5(2H)-isoxazolone), FC1=C(C=C(C=O)C=C1)C(F)(F)F (4-fluoro-3-trifluromethylbenzaldehyde), O1CC(CC(C1)=O)=O (2H-pyran-3,5(4H,6H)-dione). Run in C(C)O (ethanol). Yields the product FC1=C(C=C(C=C1)C1C2=C(NC3=C1C(COC3)=O)N(OC2=O)C)C(F)(F)F (4-[4-fluoro-3-(trifluoromethyl)phenyl]-1-methyl-4,9-dihydro-1H-isoxazolo[3,4-b]pyrano[4,3-e]pyridine-3,5(6H,8H)-dione). RXN SMILES: [NH2:1][C:2]1[N:3]([CH3:8])[O:4][C:5](=[O:7])[CH:6]=1.[F:9][C:10]1[CH:17]=[CH:16][C:13]([CH:14]=O)=[CH:12][C:11]=1[C:18]([F:21])([F:20])[F:19].[O:22]1[CH2:27][C:26](=O)[CH2:25][C:24](=[O:29])[CH2:23]1>C(O)C>[F:9][C:10]1[CH:17]=[CH:16][C:13]([CH:14]2[C:25]3[C:24](=[O:29])[CH2:23][O:22][CH2:27][C:26]=3[NH:1][C:2]3[N:3]([CH3:8])[O:4][C:5](=[O:7])[C:6]2=3)=[CH:12][C:11]=1[C:18]([F:21])([F:20])[F:19]. Reported procedure: The product from Example 45A (0.11 g, 1 mmol), 4-fluoro-3-trifluromethylbenzaldehyde and 2H-pyran-3,5(4H,6H)-dione (0.11 g, 1 mmol) were heated in 2 mL of ethanol for 2 days. The reaction mixture was evaporated under reduced pressure and the remaining residue was triturated with methylene chloride. The resulting precipitate was filtered to provide the title compound as the filter cake. 1H NMR (300 MHz, DMSO-d6) δ 3.28 (s, 3H), 4.07 (s, 2H), 4.58 (q, 2H), 4.87 (s, 1H), 7.42 (t, 1H), 7.59 (m, 2H),... Reactants: COC=1C=C(C=O)C=CC1[N+](=O)[O-] (3-methoxy-4-nitrobenzaldehyde), Cl.NO (hydroxylamine hydrochloride). Solvent: CCO (EtOH), O (water). Conditions: time 8 hour. Product: COC=1C=C(C=NO)C=CC1[N+](=O)[O-] (3-methoxy-4-nitrobenzaldehyde oxime). Yield: 75.9%. Reaction SMILES: [CH3:1][O:2][C:3]1[CH:4]=[C:5]([CH:8]=[CH:9][C:10]=1[N+:11]([O-:13])=[O:12])[CH:6]=O.Cl.[NH2:15][OH:16]>CCO.O>[CH3:1][O:2][C:3]1[CH:4]=[C:5]([CH:8]=[CH:9][C:10]=1[N+:11]([O-:13])=[O:12])[CH:6]=[N:15][OH:16] |f:1.2|. Procedure: To 3-methoxy-4-nitrobenzaldehyde (53.5 g, 295.5 mmol)) in EtOH (285 ml) was slowly added a solution of hydroxylamine hydrochloride (30.8 g, 443 mmol) in water (50 ml). The reaction mixture was stirred overnight, poured into ice-cold water, and the formed precipitate was collected by filtration to furnish 44 g of 3-methoxy-4-nitrobenzaldehyde oxime. The filtrate was extracted with DCM, and the organic phase was washed with water and brine, dried over sodium sulfate, and concentrated to furnish ad... The reactants are C1CN2CCN1CC2, CC#N, O=C(N1CCC(c2ccc(S(=O)(=O)Cl)cc2)CC1)C(F)(F)F, Nc1ccncn1. Product: O=C(N1CCC(c2ccc(S(=O)(=O)Nc3ccncn3)cc2)CC1)C(F)(F)F. RXN SMILES: [CH2:30]1[N:31]2[CH2:32][CH2:33][N:34]([CH2:35][CH2:36]2)[CH2:37]1.[CH3:38][C:39]#[N:40].[F:1][C:2]([C:3](=[O:4])[N:5]1[CH2:6][CH2:7][CH:8]([c:11]2[cH:12][cH:13][c:14]([S:17](=[O:18])(=[O:19])[Cl:20])[cH:15][cH:16]2)[CH2:9][CH2:10]1)([F:21])[F:22].[NH2:23][c:24]1[n:25][cH:26][n:27][cH:28][cH:29]1>>[F:1][C:2]([C:3](=[O:4])[N:5]1[CH2:6][CH2:7][CH:8]([c:11]2[cH:12][cH:13][c:14]([S:17](=[O:18])(=[O:19])[NH:23][c:24]3[n:25][cH:26][n:27][cH:28][cH:29]3)[cH:15][cH:16]2)[CH2:9][CH2:10]1)([F:21])[F:22]. The reactants are CCOC(C)=O, COC(=O)CCl, c1ccncc1. Product: [Cl-], COC(=O)C[n+]1ccccc1. RXN SMILES: [CH3:13][CH2:14][O:15][C:16](=[O:17])[CH3:18].[Cl:7][CH2:8][C:9](=[O:10])[O:11][CH3:12].[cH:1]1[cH:2][cH:3][n:4][cH:5][cH:6]1>>[Cl-:7].[cH:1]1[cH:2][cH:3][n+:4]([CH2:8][C:9](=[O:10])[O:11][CH3:12])[cH:5][cH:6]1. Starting materials: C(C#C)NC(=O)C=1N=CN2C1[C@H]1N(C(C3=C2C=CC=C3)=O)CC1 ((S)-9-oxo-12,12a-dihydro-9H,11H-azeto[2,1-c]imidazo[1,5-a][1,4]benzodiazepine-1-carboxylic acid prop-2-ynylamide), IN1C(CCC1=O)=O (N-iodosuccinimide), C(CC)NCCC (dipropylamine). Solvent: C(C)(=O)O (acetic acid). Run at time 47 hour. Product: C(CC)N(CCC)CC1=CN=C(O1)C=1N=CN2C1[C@H]1N(C(C3=C2C=CC=C3)=O)CC1 ((S)-1-(5-dipropylaminomethyl-oxazol-2-yl)-12,12a-dihydro-9H,11H-azeto[2,1-c]imidazo[1,5-a][1,4]benzodiazepin-9-one). The yield is 26.9%. Reaction SMILES: [CH2:1]([NH:4][C:5]([C:7]1[N:8]=[CH:9][N:10]2[C:16]3[CH:17]=[CH:18][CH:19]=[CH:20][C:15]=3[C:14](=[O:21])[N:13]3[CH2:22][CH2:23][C@H:12]3[C:11]=12)=[O:6])[C:2]#[CH:3].IN1C(=O)CCC1=O.[CH2:32]([NH:35][CH2:36][CH2:37][CH3:38])[CH2:33][CH3:34]>C(O)(=O)C>[CH2:32]([N:35]([CH2:3][C:2]1[O:6][C:5]([C:7]2[N:8]=[CH:9][N:10]3[C:16]4[CH:17]=[CH:18][CH:19]=[CH:20][C:15]=4[C:14](=[O:21])[N:13]4[CH2:22][CH2:23][C@H:12]4[C:11]=23)=[N:4][CH:1]=1)[CH2:36][CH2:37][CH3:38])[CH2:33][CH3:34]. Reported procedure: A solution of 3.06 g (0.010 mol) of (S)-9-oxo-12,12a-dihydro-9H,11H-azeto[2,1-c]imidazo[1,5-a][1,4]benzodiazepine-1-carboxylic acid prop-2-ynylamide in 200 ml of acetic acid was treated with 3.36 g (0.015 mol) of N-iodosuccinimide while gassing with argon. After stirring at room temperature for 47 hrs. the dark brown suspension obtained was completely freed from the solvents and dried azeotropically several times with toluene. The red-brown solid residue was dissolved in 100 ml of THF, treated w... Reactants: CCOC(=O)COCC=CCN1C(=O)CCC1C=O, COCCOC, [H-], [Na+], CCCCCC(=O)CP(=O)(OC)OC. Product: CCCCCC(=O)C=CC1CCC(=O)N1CC=CCOCC(=O)OCC. Reaction SMILES: [CH2:17]([CH3:18])[O:19][C:20]([CH2:21][O:22][CH2:23][CH:24]=[CH:25][CH2:26][N:27]1[CH:28]([CH:33]=[O:34])[CH2:29][CH2:30][C:31]1=[O:32])=[O:35].[CH3:36][O:37][CH2:38][CH2:39][O:40][CH3:41].[H-:1].[Na+:2].[O:3]=[C:4]([CH2:5][P:6](=[O:7])([O:8][CH3:9])[O:10][CH3:11])[CH2:12][CH2:13][CH2:14][CH2:15][CH3:16]>>[O:3]=[C:4]([CH:5]=[CH:33][CH:28]1[N:27]([CH2:26][CH:25]=[CH:24][CH2:23][O:22][CH2:21][C:20]([O:19][CH2:17][CH3:18])=[O:35])[C:31](=[O:32])[CH2:30][CH2:29]1)[CH2:12][CH2:13][CH2:14][CH2:15][CH3:16].